From a dataset of the Open Reaction Database (ORD), a public repository of structured organic reaction records. describe an organic reaction: reactants, conditions, products, and yield The reactants are COCOC1=C(C(=C(C(=C1)OC)OC)OC)OC (1-methoxymethyloxy-2,3,4,5-tetramethoxybenzene), O (water), C(CCC)[Li] (n-butyllithium), CN(C)C=O (DMF). Solvent: CCOCC (ether). Conditions: temperature -20 celsius. Product: COCOC1=C(C=O)C(=C(C(=C1OC)OC)OC)OC (2-Methoxymethyloxy-3,4,5,6-tetramethoxybenzaldehyde). RXN SMILES: [CH3:1][O:2][CH2:3][O:4][C:5]1[CH:10]=[C:9]([O:11][CH3:12])[C:8]([O:13][CH3:14])=[C:7]([O:15][CH3:16])[C:6]=1[O:17][CH3:18].C([Li])CCC.CN([CH:27]=[O:28])C.O>CCOCC>[CH3:1][O:2][CH2:3][O:4][C:5]1[C:6]([O:17][CH3:18])=[C:7]([O:15][CH3:16])[C:8]([O:13][CH3:14])=[C:9]([O:11][CH3:12])[C:10]=1[CH:27]=[O:28]. Reported procedure: 6.2 g of 1-methoxymethyloxy-2,3,4,5-tetramethoxybenzene prepared in Referential Example 13 was dissolved in 50 ml of anhydrous ether, and 18 ml of n-butyllithium (1.6 M n-hexane solution) was dropwise added thereto at -20° C. while stirring. After the mixture was stirred at 0° C. for 30 min, the temperature was returned to -20° C. and 3.5 ml of DMF was dropwise added thereto. After 100 ml of water was added thereto, the mixture was extracted with ethyl acetate, and the organic phase was washed w... Run at time 2 hour. Solvent: C1CCOC1.O (THF H2O). Yields the product 4-(phenylmethyl) ester, C1(=CC=CC=C1)C(N1C=NC(=C1)C[C@@H](C(=O)O)CC(=O)O)(C1=CC=CC=C1)C1=CC=CC=C1 (2(R)-{[1-(triphenylmethyl)-1H-imidazol-4-yl]methyl}butanedioic acid). Starting materials: C(C1=CC=CC=C1)OC(C(CC)CC=1N=CN(C1)C(C1=CC=CC=C1)(C1=CC=CC=C1)C1=CC=CC=C1)=O ([(1-(triphenylmethyl)-1H-imidazol-4-yl]methyl}butanoic acid benzyl ester), aqueous solution, OO (H2O2), O.[OH-].[Li+] (lithium hydroxide monohydrate), ( c ). Reaction SMILES: C([O:8][C:9](=[O:38])[CH:10]([CH2:13][C:14]1[N:15]=[CH:16][N:17]([C:19]([C:32]2[CH:37]=[CH:36][CH:35]=[CH:34][CH:33]=2)([C:26]2[CH:31]=[CH:30][CH:29]=[CH:28][CH:27]=2)[C:20]2[CH:25]=[CH:24][CH:23]=[CH:22][CH:21]=2)[CH:18]=1)[CH2:11][CH3:12])C1C=CC=CC=1.OO.[OH2:41].[OH-:42].[Li+]>C1COCC1.O>[C:26]1([C:19]([C:32]2[CH:37]=[CH:36][CH:35]=[CH:34][CH:33]=2)([C:20]2[CH:21]=[CH:22][CH:23]=[CH:24][CH:25]=2)[N:17]2[CH:18]=[C:14]([CH2:13][C@H:10]([CH2:11][C:12]([OH:42])=[O:41])[C:9]([OH:8])=[O:38])[N:15]=[CH:16]2)[CH:27]=[CH:28][CH:29]=[CH:30][CH:31]=1 |f:2.3.4,5.6|. Procedure: 4-{[1(S)-(Cyclohexylmethyl)-2(R),3(S)-dihydroxy-5-methylhexyl]amino}-4-oxo-3(R)-{[(1-(triphenylmethyl)-1H-imidazol-4-yl]methyl}butanoic acid benzyl ester: A 30% aqueous solution of H2O2 (4.70 mL, 41.6 mmol) and lithium hydroxide monohydrate (436 mg, 10.4 mmol) were added serially to cooled solution (0°) of the product of section (c) of this example (6.67 g, 10.4 mmol) in THF-H2O (156 mL: 52 mL). The reaction mixture was stirred at 0° for 2 h and then at room temperature for 2 h. Excess peroxide ... Reactants: 4,4-(Dimethyl-1,1-dioxido-1,2,5-thiadiazolidin-2-yl)-triphenyl phosphonium, ICC[C@@H](O)C1=CC=CC=C1 ((R)-3-iodo-1-phenyl-1-propanol), FC1=CC=C(C=2SC(=CC21)C#N)O (4-fluoro-7-hydroxy-benzo[b]thiophene-2-carbonitrile). Run in C1CCOC1 (THF). Reaction conditions: time 18 hour. The product is ICC[C@@H](C1=CC=CC=C1)OC1=CC=CC=2C=C(SC21)C#N (7-{[(1S)-3-Iodo-1-phenylpropyl]oxy}-1-benzothiophene-2-carbonitrile). Yield: 90.5%. As a reaction SMILES: [I:1][CH2:2][CH2:3][C@H:4]([C:6]1[CH:11]=[CH:10][CH:9]=[CH:8][CH:7]=1)[OH:5].F[C:13]1[C:21]2[CH:20]=[C:19]([C:22]#[N:23])[S:18][C:17]=2[C:16](O)=[CH:15][CH:14]=1>C1COCC1>[I:1][CH2:2][CH2:3][C@H:4]([O:5][C:16]1[C:17]2[S:18][C:19]([C:22]#[N:23])=[CH:20][C:21]=2[CH:13]=[CH:14][CH:15]=1)[C:6]1[CH:11]=[CH:10][CH:9]=[CH:8][CH:7]=1. Procedure: 4,4-(Dimethyl-1,1-dioxido-1,2,5-thiadiazolidin-2-yl)-triphenyl phosphonium (383 mg, 0.93 mmol) was added in one portion to a stirred solution of (R)-3-iodo-1-phenyl-1-propanol (Ref: Molander, Gary A.; Shakya, Sagar R.; J. Org. Chem.; EN; 59; 12; 1994; 3445–3452.) (182 mg, 0.69 mmol) and 4-fluoro-7-hydroxy-benzo[b]thiophene-2-carbonitrile (112 mg, 0.58 mmol) in dry THF (12 mL) under an inert atmosphere on nitrogen. The resulting suspension was allowed to stir for a further 18 hrs before the solve... Reactants: NC1=NC(=CC=C1)Cl (2-amino-6-chloropyridine), BrCC(C)=O (bromoacetone). Run in C(C)O (ethanol). Yields the product Br.ClC1=CC=CC=2N1C=C(N2)C (5-chloro-2-methylimidazo[1,2-a]pyridine hydrobromide). As a reaction SMILES: [NH2:1][C:2]1[CH:7]=[CH:6][CH:5]=[C:4]([Cl:8])[N:3]=1.[Br:9][CH2:10][C:11](=O)[CH3:12]>C(O)C>[BrH:9].[Cl:8][C:4]1[N:3]2[CH:10]=[C:11]([CH3:12])[N:1]=[C:2]2[CH:7]=[CH:6][CH:5]=1 |f:3.4|. Procedure details: To a solution of 19.28 g (150 mmol) of 2-amino-6-chloropyridine in 150 ml of ethanol, 25 g (180 mmol) of bromoacetone was added at room temperature, followed by refluxing for 64 hours. After the reaction mixture was cooled, the solvent was distilled off. The residue was purified by recrystallization (solvent: ethanol-ethyl acetate) to yield 20.22 g (54.5%, light brown crystal) of the desired product. Reactants: Cl.COC=1C=C(C=CC1OC)C=1C(C(N(N1)C1CCNCC1)=O)(C)C (5-(3,4-dimethoxyphenyl)-4,4-dimethyl-2-(piperidin-4-yl)-2,4-dihydro-3H-pyrazol-3-one hydrochloride), Cl.COC=1C=C(C=CC1OC)C=1C(C(N(N1)C1CCNCC1)=O)(C)C (5-(3,4-dimethoxyphenyl)-4,4-dimethyl-2-(piperidin-4-yl)-2,4-dihydro-3H-pyrazol-3-one hydrochloride), FC(OC1=C(C=CC=C1)S(=O)(=O)Cl)(F)F (2-(trifluoromethoxy)benzenesulfonyl chloride). Product: COC=1C=C(C=CC1OC)C=1C(C(N(N1)C1CCN(CC1)S(=O)(=O)C1=C(C=CC=C1)OC(F)(F)F)=O)(C)C (5-(3,4-Dimethoxyphenyl)-4,4-dimethyl-2-(1-{[2-(trifluoromethoxy)phenyl]-sulfonyl}piperidin-4-yl)-2,4-dihydro-3H-pyrazol-3-one). Reaction SMILES: Cl.[CH3:2][O:3][C:4]1[CH:5]=[C:6]([C:12]2[C:13]([CH3:25])([CH3:24])[C:14](=[O:23])[N:15]([CH:17]3[CH2:22][CH2:21][NH:20][CH2:19][CH2:18]3)[N:16]=2)[CH:7]=[CH:8][C:9]=1[O:10][CH3:11].[F:26][C:27]([F:40])([F:39])[O:28][C:29]1[CH:34]=[CH:33][CH:32]=[CH:31][C:30]=1[S:35](Cl)(=[O:37])=[O:36]>>[CH3:2][O:3][C:4]1[CH:5]=[C:6]([C:12]2[C:13]([CH3:25])([CH3:24])[C:14](=[O:23])[N:15]([CH:17]3[CH2:22][CH2:21][N:20]([S:35]([C:30]4[CH:31]=[CH:32][CH:33]=[CH:34][C:29]=4[O:28][C:27]([F:26])([F:39])[F:40])(=[O:37])=[O:36])[CH2:19][CH2:18]3)[N:16]=2)[CH:7]=[CH:8][C:9]=1[O:10][CH3:11] |f:0.1|. Procedure: The title compound is prepared analogously as described for GP1 using 5-(3,4-dimethoxyphenyl)-4,4-dimethyl-2-(piperidin-4-yl)-2,4-dihydro-3H-pyrazol-3-one hydrochloride (compound B1*HCl) and 2-(trifluoromethoxy)benzenesulfonyl chloride as starting compounds. The crude product is purified by crystallization from methanol to yield the title compound. The reactants are CC(CN(C)C)Nc1ccc([N+](=O)[O-])cc1, CCO, NN, O. Product: CC(CN(C)C)Nc1ccc(N)cc1. Reaction SMILES: [CH3:1][N:2]([CH2:3][CH:4]([CH3:5])[NH:6][c:7]1[cH:8][cH:9][c:10]([N+:13]([O-:14])=[O:15])[cH:11][cH:12]1)[CH3:16].[CH3:20][CH2:21][OH:22].[NH2:18][NH2:19].[OH2:17]>>[CH3:1][N:2]([CH2:3][CH:4]([CH3:5])[NH:6][c:7]1[cH:8][cH:9][c:10]([NH2:13])[cH:11][cH:12]1)[CH3:16].